This data is from the Open Reaction Database (ORD), a public repository of structured organic reaction records. The task is: describe an organic reaction: reactants, conditions, products, and yield The reactants are [BH4-], CCOC(=O)CC1CCCN(CC(=O)c2ccc(C#N)cc2)C1, CO, [Na+]. Yields the product CCOC(=O)CC1CCCN(CC(O)c2ccc(C#N)cc2)C1. As a reaction SMILES: [BH4-:24].[C:1](#[N:2])[c:3]1[cH:4][cH:5][c:6]([C:9]([CH2:10][N:11]2[CH2:12][CH:13]([CH2:17][C:18](=[O:19])[O:20][CH2:21][CH3:22])[CH2:14][CH2:15][CH2:16]2)=[O:23])[cH:7][cH:8]1.[CH3:26][OH:27].[Na+:25]>>[C:1](#[N:2])[c:3]1[cH:4][cH:5][c:6]([CH:9]([CH2:10][N:11]2[CH2:12][CH:13]([CH2:17][C:18](=[O:19])[O:20][CH2:21][CH3:22])[CH2:14][CH2:15][CH2:16]2)[OH:23])[cH:7][cH:8]1. Starting materials: C[Si](N[Si](C)(C)C)(C)C.[Li] (lithium hexamethyldisilazane), solution, ICCCCCCl (1-iodo-5-chloropentane), CN1C(N(CCC1)C)=O (1,3-dimethyl-3,4,5,6-tetrahydro-2(1H)-pyrimidinone), C(=O)(OCC)CSCC1=CC=C(C=C1)OC (1-(carboethoxy)-1-(4-methoxybenzylthio)methane), C[Si](N[Si](C)(C)C)(C)C.[Li] (lithium hexamethyldisilazane). Run in O1CCCC1 (tetrahydrofuran), O1CCCC1 (tetrahydrofuran), O1CCCC1 (tetrahydrofuran). Reaction conditions: temperature -78 celsius, time 45 minute. Yields the product C(=O)(OCC)C1(CCCCC1)SCC1=CC=C(C=C1)OC (1-(carboethoxy)-1-(4-methoxybenzylthio)cyclohexane). The yield is 56.6%. RXN SMILES: C[Si](C)(C)N[Si](C)(C)C.[Li].[C:11]([CH2:16][S:17][CH2:18][C:19]1[CH:24]=[CH:23][C:22]([O:25][CH3:26])=[CH:21][CH:20]=1)([O:13][CH2:14][CH3:15])=[O:12].I[CH2:28][CH2:29][CH2:30][CH2:31][CH2:32]Cl.CN1CCCN(C)C1=O>O1CCCC1>[C:11]([C:16]1([S:17][CH2:18][C:19]2[CH:20]=[CH:21][C:22]([O:25][CH3:26])=[CH:23][CH:24]=2)[CH2:32][CH2:31][CH2:30][CH2:29][CH2:28]1)([O:13][CH2:14][CH3:15])=[O:12] |f:0.1,^1:9|. Procedure details: Cool lithium hexamethyldisilazane (8.4 mL of a 1.0M solution in tetrahydrofuran, 8.4 mmol) to -78° C. Add, by cannula transfer, a solution of 1-(carboethoxy)-1-(4-methoxybenzylthio)methane (2.0 g, 8.3 mmol) in tetrahydrofuran (8 mL). Stir for 45 minutes then add a solution of 1-iodo-5-chloropentane (1.94 g, 8.32 mmol) i n tetrahydrofuran (8 mL). Stir for 1 hour and add 1,3-dimethyl-3,4,5,6-tetrahydro-2(1H)-pyrimidinone (DMPU) (1.21 mL, 10.0 mmol). Stir at 0° C. for 4 hours and at room temperatur... The reactants are CNC(CCC(C1=C(C=CC=C1OC)OC)=O)=O (N-Methyl 3-(2,6-dimethoxybenzoyl)propionamide), [Cl-].[NH4+] (ammonium chloride). The solvent is ClC1=CC=CC=C1 (chlorobenzene). Product: CNC(CCC(C1=C(C=CC=C1OC)O)=O)=O (N-methyl 3-(2-hydroxy-6-methoxybenzoyl)propionamide). Reaction SMILES: [CH3:1][NH:2][C:3](=[O:18])[CH2:4][CH2:5][C:6](=[O:17])[C:7]1[C:12]([O:13][CH3:14])=[CH:11][CH:10]=[CH:9][C:8]=1[O:15]C.[Cl-].[NH4+]>ClC1C=CC=CC=1>[CH3:1][NH:2][C:3](=[O:18])[CH2:4][CH2:5][C:6](=[O:17])[C:7]1[C:12]([O:13][CH3:14])=[CH:11][CH:10]=[CH:9][C:8]=1[OH:15] |f:1.2|. Procedure: N-Methyl 3-(2,6-dimethoxybenzoyl)propionamide was demethylated with ammonium chloride in chlorobenzene to give N-methyl 3-(2-hydroxy-6-methoxybenzoyl)propionamide, m.p. 125° which may also be prepared from a by-product, N-methyl 3-(2,6-dihydroxybenzoyl)propionamide, by selective methylation with methyl iodide and potassium carbonate in acetone. The reactants are C(C(=C)C)(=O)OCC (ethyl methacrylate), ON1C(C=2C(C1=O)=CC=CC2)=O (N-hydroxyphthalimide), OC(C(=O)OCC)(CC(C)(C)O)C (ethyl 2,4-dihydroxy-2,4-dimethylpentanoate), O=O (oxygen). The reagents and catalysts are C(C)(=O)[O-].[Co+2].C(C)(=O)[O-] (cobalt(II) acetate). Solvent: C(C)#N (acetonitrile), CC(C)O (2-propanol). Product: OC1(C(=O)OC(C1)(C)C)C (α-hydroxy-α,γ,γ-trimethyl-γ-butyrolactone). As a reaction SMILES: C(OCC)(=O)C(C)=C.ON1C(=O)C2=CC=CC=C2C1=O.O=O.[OH:23][C:24]([CH3:35])([CH2:30][C:31]([OH:34])([CH3:33])[CH3:32])[C:25](OCC)=[O:26]>C([O-])(=O)C.[Co+2].C([O-])(=O)C.C(#N)C.CC(O)C>[OH:23][C:24]1([CH3:35])[CH2:30][C:31]([CH3:33])([CH3:32])[O:34][C:25]1=[O:26] |f:4.5.6|. Reported procedure: A mixture of 3 mmol of ethyl methacrylate, 4 ml of 2-propanol, 0.6 mmol of N-hydroxyphthalimide, 0.015 mmol of cobalt(II) acetate, and 0.045 mmol of acetylacetonatocobalt(III), and 1 ml of acetonitrile was stirred at 70° C. in an oxygen atmosphere (1 atm) for 5 hours. A gas chromatographic analysis of products in a reaction mixture revealed that ethyl 2,4-dihydroxy-2,4-dimethylpentanoate and α-hydroxy-α,γ,γ-trimethyl-γ-butyrolactone were formed in yields of 1% and 65%, respectively. The conversi... Reactants: [Al+3], C1CCOC1, COC(=O)c1ccc2c(Nc3cc(C)[nH]n3)nc(C(F)(F)c3ccc(F)cc3)nc2c1, [H-], [H-], [H-], [H-], [Li+], [Na+], [OH-], O. Product: Cc1cc(Nc2nc(C(F)(F)c3ccc(F)cc3)nc3cc(CO)ccc23)n[nH]1. RXN SMILES: [Al+3:2].[CH2:41]1[O:42][CH2:43][CH2:44][CH2:45]1.[F:7][C:8]([c:9]1[n:10][c:11]2[cH:12][c:13]([C:26](=[O:27])[O:28][CH3:29])[cH:14][cH:15][c:16]2[c:17]([NH:19][c:20]2[n:21][nH:22][c:23]([CH3:25])[cH:24]2)[n:18]1)([c:30]1[cH:31][cH:32][c:33]([F:36])[cH:34][cH:35]1)[F:37].[H-:1].[H-:4].[H-:5].[H-:6].[Li+:3].[Na+:40].[OH-:39].[OH2:38]>>[F:7][C:8]([c:9]1[n:10][c:11]2[cH:12][c:13]([CH2:26][OH:27])[cH:14][cH:15][c:16]2[c:17]([NH:19][c:20]2[n:21][nH:22][c:23]([CH3:25])[cH:24]2)[n:18]1)([c:30]1[cH:31][cH:32][c:33]([F:36])[cH:34][cH:35]1)[F:37].